Dataset: the Open Reaction Database (ORD), a public repository of structured organic reaction records. Task: describe an organic reaction: reactants, conditions, products, and yield The reactants are Cc1cccc(C2(O)CCN(c3ccc(OCc4ccccc4)nn3)CC2)c1, COCCO, [H][H]. Yields the product Cc1cccc(C2(O)CCN(c3ccc(O)nn3)CC2)c1. Reaction SMILES: [CH3:1][c:2]1[cH:3][c:4]([C:8]2([OH:28])[CH2:9][CH2:10][N:11]([c:14]3[n:15][n:16][c:17]([O:20][CH2:21][c:22]4[cH:23][cH:24][cH:25][cH:26][cH:27]4)[cH:18][cH:19]3)[CH2:12][CH2:13]2)[cH:5][cH:6][cH:7]1.[CH3:31][O:32][CH2:33][CH2:34][OH:35].[H:29][H:30]>>[CH3:1][c:2]1[cH:3][c:4]([C:8]2([OH:28])[CH2:9][CH2:10][N:11]([c:14]3[n:15][n:16][c:17]([OH:20])[cH:18][cH:19]3)[CH2:12][CH2:13]2)[cH:5][cH:6][cH:7]1. Reactants: ClC1=C(COC=2C=CC=C3C=CC(=NC23)C)C(=CC=C1C1OCCO1)Cl (8-[2,6-dichloro-3-(1,3-dioxolan-2-yl)benzyloxy]-2-methylquinoline). The solvent is C(C)(=O)O (acetic acid). The product is ClC1=C(COC=2C=CC=C3C=CC(=NC23)C)C(=CC=C1C=O)Cl (8-(2,6-dichloro-3-formylbenzyloxy)-2-methylquinoline). Isolated yield 85.7%. As a reaction SMILES: [Cl:1][C:2]1[C:20]([CH:21]2OCC[O:22]2)=[CH:19][CH:18]=[C:17]([Cl:26])[C:3]=1[CH2:4][O:5][C:6]1[CH:7]=[CH:8][CH:9]=[C:10]2[C:15]=1[N:14]=[C:13]([CH3:16])[CH:12]=[CH:11]2>C(O)(=O)C>[Cl:1][C:2]1[C:20]([CH:21]=[O:22])=[CH:19][CH:18]=[C:17]([Cl:26])[C:3]=1[CH2:4][O:5][C:6]1[CH:7]=[CH:8][CH:9]=[C:10]2[C:15]=1[N:14]=[C:13]([CH3:16])[CH:12]=[CH:11]2. Procedure details: A solution of 8-[2,6-dichloro-3-(1,3-dioxolan-2-yl)benzyloxy]-2-methylquinoline (3.0 g) in 80% acetic acid (30 ml) was heated at 60° C. for 2 hours. The cooled reaction mixture was concentrated in vacuo, and aqueous sodium bicarbonate solution was added thereto. The mixture was extracted with chloroform, and the organic layer was washed with water, dried over magnesium sulfate and evaporated in vacuo. The residue was crystallized from ethyl acetate to give 8-(2,6-dichloro-3-formylbenzyloxy)-2-me... Starting materials: Cl (hydrochloric acid), [Na+].C1(=CC=C(C=C1)S(=O)[O-])C (p-toluene-sulfinic acid sodium salt). Solvent: O (water), COC(C)(C)C (tert-butyl methyl ether). Reaction conditions: time 10 minute. Yields the product C1(=CC=C(C=C1)S(=O)O)C (p-toluenesulfinic acid). As a reaction SMILES: Cl.[Na+].[C:3]1([CH3:12])[CH:8]=[CH:7][C:6]([S:9]([O-:11])=[O:10])=[CH:5][CH:4]=1>O.COC(C)(C)C>[C:3]1([CH3:12])[CH:8]=[CH:7][C:6]([S:9]([OH:11])=[O:10])=[CH:5][CH:4]=1 |f:1.2|. Procedure details: Add concentrated hydrochloric acid (3 mL) dropwise to a solution of p-toluene-sulfinic acid sodium salt in water (20 mL) and tert-butyl methyl ether (10 mL). Stir for 10 minutes and then separate the layers. Wash the organic layer with saturated aqueous sodium chloride, dry over sodium sulfate and concentrate under reduced pressure to provide 5 g of p-toluenesulfinic acid. Combine this acid with benzaldehyde (4.75 g, 44.8 mmol), formamide (4.9 g, 0.11 mol), and camphorsulfonic acid (0.86 g, 3.7 ...